From a dataset of the Open Reaction Database (ORD), a public repository of structured organic reaction records. describe an organic reaction: reactants, conditions, products, and yield The reactants are N1=C(N=CC=C1)N1C=NC(=C1)C=O (1-(2-Pyrimidinyl)-1H-imidazole-4-carboxaldehyde), N1(N=CC=C1)C1=CC=C(C=O)C=C1 (4-(1H-pyrazol-1-yl)-benzaldehyde). The product is N1=C(N=CC=C1)N1C=NC(=C1)/C=C/C=O ((2E)-3-[1-(2-Pyrimidinyl)-1H-imidazol-4-yl]-2-propenal). RXN SMILES: [N:1]1[CH:6]=[CH:5][CH:4]=[N:3][C:2]=1[N:7]1[CH:11]=[C:10]([CH:12]=O)[N:9]=[CH:8]1.N1(C2C=C[C:22]([CH:23]=[O:24])=CC=2)C=CC=N1>>[N:3]1[CH:4]=[CH:5][CH:6]=[N:1][C:2]=1[N:7]1[CH:11]=[C:10](/[CH:12]=[CH:22]/[CH:23]=[O:24])[N:9]=[CH:8]1. Procedure: The title compound was prepared by a procedure analogous to Reference Example 30 by substituting 1-(2-pyrimidinyl)-1H-imidazole-4-carboxaldehyde (prepared as described in Reference Example 10) for the 4-(1H-pyrazol-1-yl)-benzaldehyde of Reference Example 30. MS 201 (M+H)+. Starting materials: C(C)(C)(C)OC(N[C@@H](CC(=O)NN)CC1=C(C=C(C(=C1)F)F)F)=O (tert-butyl[(1R)-3-hydrazino-3-oxo-1-(2,4,5-trifluorobenzyl)propyl]carbamate), C(C)(C)(C)OC(N[C@@H](CC(=O)NN)CC1=C(C=C(C(=C1)F)F)F)=O (tert-butyl[(1R)-3-hydrazino-3-oxo-1-(2,4,5-trifluorobenzyl)propyl]carbamate), ClC=1C=2N(C=CN1)N=C(C2)C(F)(F)F (4-chloro-2-(trifluoromethyl)pyrazolo[1,5-a]pyrazine), ClC=1C=2N(C=CN1)N=C(C2)C(F)(F)F (4-chloro-2-(trifluoromethyl)pyrazolo[1,5-a]pyrazine), xylenes. Yields the product C(C)(C)(C)OC(N[C@@H](CC1=NN=C2C=3N(C=CN21)N=C(C3)C(F)(F)F)CC3=C(C=C(C(=C3)F)F)F)=O (tert-Butyl{(1R)-1-(2,4,5-trifluorobenzyl)-2-[9-(trifluoromethyl)pyrazolo[1,5-a][1,2,4]triazolo[3,4-c]pyrazin-3-yl]ethyl}carbamate). Reaction SMILES: [C:1]([O:5][C:6](=[O:24])[NH:7][C@H:8]([CH2:14][C:15]1[CH:20]=[C:19]([F:21])[C:18]([F:22])=[CH:17][C:16]=1[F:23])[CH2:9][C:10]([NH:12][NH2:13])=O)([CH3:4])([CH3:3])[CH3:2].Cl[C:26]1[C:27]2[N:28]([N:32]=[C:33]([C:35]([F:38])([F:37])[F:36])[CH:34]=2)[CH:29]=[CH:30][N:31]=1>>[C:1]([O:5][C:6](=[O:24])[NH:7][C@H:8]([CH2:14][C:15]1[CH:20]=[C:19]([F:21])[C:18]([F:22])=[CH:17][C:16]=1[F:23])[CH2:9][C:10]1[N:31]2[C:26]([C:27]3[N:28]([N:32]=[C:33]([C:35]([F:38])([F:36])[F:37])[CH:34]=3)[CH:29]=[CH:30]2)=[N:13][N:12]=1)([CH3:4])([CH3:3])[CH3:2]. Procedure: A mixture of 7.7 mg (0.22 mmol) of tert-butyl[(1R)-3-hydrazino-3-oxo-1-(2,4,5-trifluorobenzyl)propyl]carbamate (Intermediate 4), 4.9 mg (0.22 mmol) of 4-chloro-2-(trifluoromethyl)pyrazolo[1,5-a]pyrazine (Intermediate 39), and 0.5 mL of xylenes was stirred at reflux for 19 h. The cooled solution was concentrated to yield the title compound, sufficiently pure for use in the next step. LC-MS 515 (M+1). The reactants are CCOC=C(C#N)C(=O)OCC, Cc1ccccc1, Nc1nccc2c1CCCC2. Product: CCOC(=O)C(C#N)=CNc1nccc2c1CCCC2. Reaction SMILES: [CH2:12]([O:13][CH:15]=[C:16]([C:17](=[O:18])[O:19][CH2:20][CH3:21])[C:22]#[N:23])[CH3:14].[CH3:24][c:25]1[cH:26][cH:27][cH:28][cH:29][cH:30]1.[NH2:1][c:2]1[n:3][cH:4][cH:5][c:6]2[c:11]1[CH2:10][CH2:9][CH2:8][CH2:7]2>>[NH:1]([c:2]1[n:3][cH:4][cH:5][c:6]2[c:11]1[CH2:10][CH2:9][CH2:8][CH2:7]2)[CH:15]=[C:16]([C:17](=[O:18])[O:19][CH2:20][CH3:21])[C:22]#[N:23]. The reactants are [OH-].[K+] (potassium hydroxide), ClC1=CC=C(C=C1)\C=C(/C(C(C)(C)C)C(C(=O)[O-])OC1CC(CCC1C(C)C)C)\N1N=CN=C1 ((-)-[(E)-1-(4-chlorophenyl)-2-(1,2,4-triazol-1-yl)-4,4-dimethyl-1-penten-3-yl]-(-)-menthoxyacetate), ice water. Run in C(C)O (ethanol). Run at temperature 30 celsius, time 1 hour. Product: ClC1=CC=C(C=C1)\C=C(/C(C(C)(C)C)O)\N1N=CN=C1 ((-)-(E)-1-(4-chlorophenyl)-2-(1,2,4-triazol-1-yl)-4,4-dimethyl-1-penten-3-ol). The yield is 77.0%. Reaction SMILES: [Cl:1][C:2]1[CH:7]=[CH:6][C:5](/[CH:8]=[C:9](/[N:30]2[CH:34]=[N:33][CH:32]=[N:31]2)\[CH:10](C(OC2C(C(C)C)CCC(C)C2)C([O-])=O)[C:11]([CH3:14])([CH3:13])[CH3:12])=[CH:4][CH:3]=1.[OH-:35].[K+]>C(O)C>[Cl:1][C:2]1[CH:7]=[CH:6][C:5](/[CH:8]=[C:9](/[N:30]2[CH:34]=[N:33][CH:32]=[N:31]2)\[CH:10]([OH:35])[C:11]([CH3:14])([CH3:13])[CH3:12])=[CH:4][CH:3]=1 |f:1.2|. Reported procedure: A mixture of 2.6 g of (-)-[(E)-1-(4-chlorophenyl)-2-(1,2,4-triazol-1-yl)-4,4-dimethyl-1-penten-3-yl]-(-)-menthoxyacetate and 40 cc of a 95% aqueous ethanol solution containing 0.4 g of potassium hydroxide was stirred at 30° C. for one hour. The reaction mixture was poured into 200 cc of ice water and extracted with 300 cc of ethyl acetate. The organic layer was dried over anhydrous sodium sulfate and concentrated in vacuo. The resulting crude crystals were recrystallized from a carbon tetrachlor... Reactants: [OH-].[Na+] (NaOH), C(C(C)C)N (Isobutylamine), CC1(CC(=O)OC(C1)=O)C (3,3-dimethylglutaric anhydride), C(C)(=O)OC(C)=O (acetic anhydride). Run in C(C)OCC (diethyl ether). Conditions: time 30 minute. Yields the product CC(CN1C(CC(CC1=O)(C)C)=O)C (N-(2-Methylpropyl)-3,3-dimethylglutarimide). As a reaction SMILES: [CH2:1]([NH2:5])[CH:2]([CH3:4])[CH3:3].[CH3:6][C:7]1([CH3:15])[CH2:13][C:12](=O)[O:11][C:9](=[O:10])[CH2:8]1.C(OC(=O)C)(=O)C.[OH-].[Na+]>C(OCC)C>[CH3:3][CH:2]([CH3:4])[CH2:1][N:5]1[C:9](=[O:10])[CH2:8][C:7]([CH3:15])([CH3:6])[CH2:13][C:12]1=[O:11] |f:3.4|. Procedure: Isobutylamine (7.3 g, 0.1 mol) was added slowly to 3,3-dimethylglutaric anhydride (14.2 g, 0.1 mol) stirring at room temperature in a two neck round bottom flask fitted with a water condenser. After 30 minutes, acetic anhydride (20.4 g, 0.2 mol) was added, and the resulting mixture was boiled for two hours. After cooling, the mixture was poured slowly on to an aqueous NaOH solution (2N, 100 ml) stirring at room temperature. After one hour, the mixture was diluted with diethyl ether (50 ml), and ... Reactants: O=C(O)c1cc(Br)ccc1O, CCO, O=C(O)C(F)(F)F. Yields the product O=Cc1cc(Br)cc(C(=O)O)c1O. RXN SMILES: [Br:1][c:2]1[cH:3][cH:4][c:5]([OH:11])[c:6]([C:7](=[O:8])[OH:9])[cH:10]1.[CH3:12][CH2:13][OH:14].[OH:15][C:16]([C:17]([F:18])([F:19])[F:20])=[O:21]>>[Br:1][c:2]1[cH:3][c:4]([CH:13]=[O:14])[c:5]([OH:11])[c:6]([C:7](=[O:8])[OH:9])[cH:10]1. Starting materials: FC1=CC2=C(C(=NS2)C2CCNCC2)C=C1 (6-fluoro-3-(4-piperidinyl)-1,2-benzisothiazole), C(=O)([O-])[O-].[K+].[K+] (K2CO3), CC#N (CH3CN), orange oil, Cl (HCl), CCOCC (Et2O). Solvent: O (H2O), CCOC(=O)C (EtOAc). Product: Cl.FC1=CC2=C(C(=NS2)C2CCN(CC2)CCC(=O)OCC)C=C1 (Ethyl 3-[4-(6-Fluoro-1,2-benzisothiazol-3-yl)-1-piperidinyl]propionate Hydrochloride). Yield: 64.0%. RXN SMILES: [F:1][C:2]1[CH:16]=[CH:15][C:5]2[C:6]([CH:9]3[CH2:14][CH2:13][NH:12][CH2:11][CH2:10]3)=[N:7][S:8][C:4]=2[CH:3]=1.[C:17]([O-:20])([O-])=[O:18].[K+].[K+].[CH3:23][C:24]#N.[ClH:26].[CH3:27][CH2:28]OCC>CCOC(C)=O.O>[ClH:26].[F:1][C:2]1[CH:16]=[CH:15][C:5]2[C:6]([CH:9]3[CH2:10][CH2:11][N:12]([CH2:27][CH2:28][C:17]([O:20][CH2:23][CH3:24])=[O:18])[CH2:13][CH2:14]3)=[N:7][S:8][C:4]=2[CH:3]=1 |f:1.2.3,9.10|. Reported procedure: A mixture of 6-fluoro-3-(4-piperidinyl)-1,2-benzisothiazole (6.0 g, 25 mmol) ethyl 3-bromopropionate (4.5 g, 25 mmol), K2CO3 (3.5 g) and CH3CN (100 ml) was stirred and refluxed for 16 hours. The reaction was poured into H2O, and after extractive workup with EtOAc, 6.0 g of an orange oil was realized. The oil was dissolved in Et2O and ethereal HCl and added to precipitate 6.3 g of a white hydrochloride salt. The salt was recrystallized from CH3CN to yield 6.0 g (64% ) of the desired compound. An ... The reactants are BrCc1ccccc1, O=C([O-])[O-], [K+], [K+], CN(C)C=O, CCOC(=O)c1cn2c(c1O)C(=O)N(C)CC2. Yields the product CCOC(=O)c1cn2c(c1OCc1ccccc1)C(=O)N(C)CC2. RXN SMILES: [Br:24][CH2:25][c:26]1[cH:27][cH:28][cH:29][cH:30][cH:31]1.[C:18](=[O:19])([O-:20])[O-:21].[K+:22].[K+:23].[O:32]=[CH:33][N:34]([CH3:35])[CH3:36].[OH:1][c:2]1[c:3]([C:13](=[O:14])[O:15][CH2:16][CH3:17])[cH:4][n:5]2[c:6]1[C:7](=[O:12])[N:8]([CH3:11])[CH2:9][CH2:10]2>>[O:1]([c:2]1[c:3]([C:13](=[O:14])[O:15][CH2:16][CH3:17])[cH:4][n:5]2[c:6]1[C:7](=[O:12])[N:8]([CH3:11])[CH2:9][CH2:10]2)[CH2:25][c:26]1[cH:27][cH:28][cH:29][cH:30][cH:31]1. The reactants are C(=O)C=1C=C2C(=C(C=NC2=CC1)C#N)OCCOC (6-formyl-4-(2-methoxy-ethoxy)-quinoline-3-carbonitrile), COC=1C=CC(=CC1OC2CCCC2)/C=C\3/C(=O)NC(=N)S3 (pseudothiohydantoin), C(C)(=O)[O-].[Na+] (sodium acetate). Solvent: C(C)(=O)O (acetic acid). Yields the product NC=1S\C(\C(N1)=O)=C/C=1C=C2C(=C(C=NC2=CC1)C#N)OCCOC (6-[2-amino-4-oxo-4H-thiazol-(5Z)-ylidenemethyl]-4-(2-methoxy-ethoxy)-quinoline-3-carbonitrile). RXN SMILES: [CH:1]([C:3]1[CH:4]=[C:5]2[C:10](=[CH:11][CH:12]=1)[N:9]=[CH:8][C:7]([C:13]#[N:14])=[C:6]2[O:15][CH2:16][CH2:17][O:18][CH3:19])=O.COC1C=CC(/C=[C:35]2/[C:36]([NH:38][C:39]([S:41]/2)=[NH:40])=[O:37])=CC=1OC1CCCC1.C([O-])(=O)C.[Na+]>C(O)(=O)C>[NH2:40][C:39]1[S:41]/[C:35](=[CH:1]\[C:3]2[CH:4]=[C:5]3[C:10](=[CH:11][CH:12]=2)[N:9]=[CH:8][C:7]([C:13]#[N:14])=[C:6]3[O:15][CH2:16][CH2:17][O:18][CH3:19])/[C:36](=[O:37])[N:38]=1 |f:2.3|. Procedure: Similar procedure as described in example 28c was used, starting from 6-formyl-4-(2-methoxy-ethoxy)-quinoline-3-carbonitrile (example 77b), pseudothiohydantoin, sodium acetate and acetic acid to give 6-[2-amino-4-oxo-4H-thiazol-(5Z)-ylidenemethyl]-4-(2-methoxy-ethoxy)-quinoline-3-carbonitrile. LC-MS m/e 355 (MH+). Reactants: COC(=O)c1cc(-n2cnc(C(F)(F)F)c2)c(C(F)(F)F)cc1[N+](=O)[O-], CO. The product is COC(=O)c1cc(-n2cnc(C(F)(F)F)c2)c(C(F)(F)F)cc1N. Reaction SMILES: [CH3:1][O:2][C:3]([c:4]1[c:5]([N+:23]([O-:24])=[O:25])[cH:6][c:7]([C:19]([F:20])([F:21])[F:22])[c:8](-[n:10]2[cH:11][n:12][c:13]([C:15]([F:16])([F:17])[F:18])[cH:14]2)[cH:9]1)=[O:26].[CH3:27][OH:28]>>[CH3:1][O:2][C:3]([c:4]1[c:5]([NH2:23])[cH:6][c:7]([C:19]([F:20])([F:21])[F:22])[c:8](-[n:10]2[cH:11][n:12][c:13]([C:15]([F:16])([F:17])[F:18])[cH:14]2)[cH:9]1)=[O:26].